Dataset: the Open Reaction Database (ORD), a public repository of structured organic reaction records. Task: describe an organic reaction: reactants, conditions, products, and yield Starting materials: CC1=CC=C(C=N1)O (6-methylpyridin-3-ol), C([O-])([O-])=O.[Cs+].[Cs+] (cesium carbonate), BrCC1CC1 ((bromomethyl)cyclopropane), O (H2O). Run in CN(C)C=O (DMF). Conditions: time 18 hour. Product: C1(CC1)COC=1C=CC(=NC1)C (5-(cyclopropylmethoxy)-2-methylpyridine). Isolated yield 51.9%. As a reaction SMILES: [CH3:1][C:2]1[N:7]=[CH:6][C:5]([OH:8])=[CH:4][CH:3]=1.C(=O)([O-])[O-].[Cs+].[Cs+].Br[CH2:16][CH:17]1[CH2:19][CH2:18]1.O>CN(C=O)C>[CH:17]1([CH2:16][O:8][C:5]2[CH:4]=[CH:3][C:2]([CH3:1])=[N:7][CH:6]=2)[CH2:19][CH2:18]1 |f:1.2.3|. Procedure details: To a solution of 6-methylpyridin-3-ol (5.0 g, 46 mmol) in DMF (45 mL) were added cesium carbonate (16.5 g, 53 mmol) and (bromomethyl)cyclopropane (7.1 g, 53 mmol) at room temperature. After being stirred at room temperature for 18 hours, the mixture was poured into H2O, and the aqueous phase was extracted with ethyl acetate (twice). The combined organic layers were dried over magnesium sulfate and concentrated in vacuo. The residue was purified by column chromatography on silica gel eluting with...